Dataset: the Open Reaction Database (ORD), a public repository of structured organic reaction records. Task: describe an organic reaction: reactants, conditions, products, and yield Starting materials: Cc1onc(N)c1Br, Nc1cc[nH]n1, C1CCOC1, O=C1Nc2ccccc2C1=CO. The product is Cc1onc(NC=C2C(=O)Nc3ccccc32)c1Br. As a reaction SMILES: [Br:19][c:20]1[c:21]([NH2:26])[n:22][o:23][c:24]1[CH3:25].[NH2:1][c:2]1[cH:3][cH:4][nH:5][n:6]1.[O:27]1[CH2:28][CH2:29][CH2:30][CH2:31]1.[OH:7][CH:8]=[C:9]1[C:10](=[O:18])[NH:11][c:12]2[cH:13][cH:14][cH:15][cH:16][c:17]21>>[CH:8](=[C:9]1[C:10](=[O:18])[NH:11][c:12]2[cH:13][cH:14][cH:15][cH:16][c:17]21)[NH:26][c:21]1[c:20]([Br:19])[c:24]([CH3:25])[o:23][n:22]1. Reactants: CC#N, O=C(O)Cc1ccc([N+](=O)[O-])c(Oc2cccc3ccccc23)c1F. Product: Cc1ccc([N+](=O)[O-])c(Oc2cccc3ccccc23)c1F. As a reaction SMILES: [CH3:26][C:27]#[N:28].[F:1][c:2]1[c:3]([CH2:22][C:23]([OH:24])=[O:25])[cH:4][cH:5][c:6]([N+:19](=[O:20])[O-:21])[c:7]1[O:8][c:9]1[cH:10][cH:11][cH:12][c:13]2[cH:14][cH:15][cH:16][cH:17][c:18]12>>[F:1][c:2]1[c:3]([CH3:22])[cH:4][cH:5][c:6]([N+:19](=[O:20])[O-:21])[c:7]1[O:8][c:9]1[cH:10][cH:11][cH:12][c:13]2[cH:14][cH:15][cH:16][cH:17][c:18]12. Reactants: BrB(Br)Br, ClCCl, COc1ccc(-c2csc(COc3ccc(F)c(C(N)=O)c3F)n2)cc1, [Na+], O=C([O-])O. Product: NC(=O)c1c(F)ccc(OCc2nc(-c3ccc(O)cc3)cs2)c1F. As a reaction SMILES: [B:27]([Br:28])([Br:29])[Br:30].[Cl:36][CH2:37][Cl:38].[F:1][c:2]1[c:3]([C:4](=[O:5])[NH2:6])[c:7]([F:26])[cH:8][cH:9][c:10]1[O:11][CH2:12][c:13]1[s:14][cH:15][c:16](-[c:18]2[cH:19][cH:20][c:21]([O:24][CH3:25])[cH:22][cH:23]2)[n:17]1.[Na+:35].[O-:31][C:32]([OH:33])=[O:34]>>[F:1][c:2]1[c:3]([C:4](=[O:5])[NH2:6])[c:7]([F:26])[cH:8][cH:9][c:10]1[O:11][CH2:12][c:13]1[s:14][cH:15][c:16](-[c:18]2[cH:19][cH:20][c:21]([OH:24])[cH:22][cH:23]2)[n:17]1. The product is c1cncc(-n2ccnc2)c1. RXN SMILES: [C:15](=[O:16])([OH:17])[O-:18].[F:8][c:9]1[cH:10][n:11][cH:12][cH:13][cH:14]1.[H-:7].[Na+:19].[Na+:6].[O:20]=[CH:21][N:22]([CH3:23])[CH3:24].[nH:1]1[cH:2][n:3][cH:4][cH:5]1>>[n:1]1(-[c:9]2[cH:10][n:11][cH:12][cH:13][cH:14]2)[cH:2][n:3][cH:4][cH:5]1. Reactants: O=C([O-])O, Fc1cccnc1, [H-], [Na+], [Na+], CN(C)C=O, c1c[nH]cn1. Starting materials: salt, CC[C@@]12CCCN3[C@@H]1C4=C(C=5C=CC=CC5N4C(=C2)C(=O)OC)CC3 (apovincamine), CC[C@@]12CCCN3[C@@H]1C4=C(C=5C=CC=CC5N4C(=C2)C(=O)OC)CC3 (apovincamine), OC(=O)CCCCCCCCC (capric acid). Run in O (water), alcohol. Yields the product CC[C@@]12CCCN3[C@@H]1C4=C(C=5C=CC=CC5N4C(=C2)C(=O)OC)CC3.[O-]C(=O)CCCCCCCCC (Apovincamine caprate). RXN SMILES: [CH3:1][CH2:2][C@:3]12[CH:19]=[C:18]([C:20]([O:22][CH3:23])=[O:21])[N:17]3[C:9]4=[C:10]([CH2:24][CH2:25][N:7]([C@@H:8]14)[CH2:6][CH2:5][CH2:4]2)[C:11]1[CH:12]=[CH:13][CH:14]=[CH:15][C:16]=13.[OH:26][C:27]([CH2:29][CH2:30][CH2:31][CH2:32][CH2:33][CH2:34][CH2:35][CH2:36][CH3:37])=[O:28]>O>[CH3:1][CH2:2][C@:3]12[CH:19]=[C:18]([C:20]([O:22][CH3:23])=[O:21])[N:17]3[C:9]4=[C:10]([CH2:24][CH2:25][N:7]([C@@H:8]14)[CH2:6][CH2:5][CH2:4]2)[C:11]1[CH:12]=[CH:13][CH:14]=[CH:15][C:16]=13.[O-:28][C:27]([CH2:29][CH2:30][CH2:31][CH2:32][CH2:33][CH2:34][CH2:35][CH2:36][CH3:37])=[O:26] |f:3.4|. Reported procedure: According to the preceding example, 4.5 g of the salt are prepared, starting from 3.36 g (10-2 moles) of apovincamine and 1.72 g (10-2 moles) of capric acid. The product is a semisolid, low melting substance, insoluble in water and alcohol, with an apovincamine content of 50%.